This data is from the Open Reaction Database (ORD), a public repository of structured organic reaction records. The task is: describe an organic reaction: reactants, conditions, products, and yield The reactants are OCC1COc2c(F)cc(Br)cc2O1, CS(=O)[O-], CS(C)=O, CCOC(C)=O, [Cu]I, [K+], [K+], [Na+], O=C([O-])[O-], O, O=C(O)C1CCCN1. The product is CS(=O)(=O)c1cc(F)c2c(c1)OC(CO)CO2. RXN SMILES: [Br:1][c:2]1[cH:3][c:4]([F:14])[c:5]2[c:6]([cH:13]1)[O:7][CH:8]([CH2:11][OH:12])[CH2:9][O:10]2.[CH3:15][S:16](=[O:17])[O-:18].[CH3:34][S:35]([CH3:36])=[O:37].[CH3:40][CH2:41][O:42][C:43]([CH3:44])=[O:45].[Cu:38][I:39].[K+:28].[K+:29].[Na+:19].[O-:30][C:31]([O-:32])=[O:33].[OH2:46].[OH:20][C:21]([CH:22]1[NH:23][CH2:24][CH2:25][CH2:26]1)=[O:27]>>[c:2]1([S:16]([CH3:15])(=[O:17])=[O:18])[cH:3][c:4]([F:14])[c:5]2[c:6]([cH:13]1)[O:7][CH:8]([CH2:11][OH:12])[CH2:9][O:10]2. The reactants are Cl.FC1=C(CC2CCNCC2)C=CC(=C1)C (4-(2-fluoro-4-methylbenzyl)piperidine hydrochloride), FC1=CC=C(OCCBr)C=C1 (2-(4-fluorophenoxy)ethyl bromide), C(=O)([O-])[O-].[K+].[K+] (K2CO3). RXN SMILES: [ClH:1].[F:2][C:3]1[CH:15]=[C:14]([CH3:16])[CH:13]=[CH:12][C:4]=1[CH2:5][CH:6]1[CH2:11][CH2:10][NH:9][CH2:8][CH2:7]1.[F:17][C:18]1[CH:27]=[CH:26][C:21]([O:22][CH2:23][CH2:24]Br)=[CH:20][CH:19]=1.C([O-])([O-])=O.[K+].[K+]>>[ClH:1].[F:2][C:3]1[CH:15]=[C:14]([CH3:16])[CH:13]=[CH:12][C:4]=1[CH2:5][CH:6]1[CH2:7][CH2:8][N:9]([CH2:24][CH2:23][O:22][C:21]2[CH:26]=[CH:27][C:18]([F:17])=[CH:19][CH:20]=2)[CH2:10][CH2:11]1 |f:0.1,3.4.5,6.7|. Procedure: The title compound was prepared from 4-(2-fluoro-4-methylbenzyl)piperidine hydrochloride (375 mg, 1.54 mmol), 2-(4-fluorophenoxy)ethyl bromide (355 mg, 1.62 mmol) and K2CO3 (437 mg, 3.16 mmol) as a colorless crystalline solid (362 mg), mp 167-168° C.; 1H NMR (CDCl3) 1.60-1.80 (m, 3H), 1.95-2.15 (m, 2H), 2.30 (s, 3H), 2.61 (d, J=6.6 Hz, 2H), 2.65-2.83 (m, 2H), 3.20-3.70 (m, 4H), 4.51 (d, J=4.2 Hz, 2H), 6.78-7.00 (m, 7H), 12.60 (bs, 1H); Anal. Calcd for C21H26ClF2NO: C, 66.05; H, 6.86; N, 3.67. Fo... Product: Cl.FC1=C(CC2CCN(CC2)CCOC2=CC=C(C=C2)F)C=CC(=C1)C (4-(2-Fluoro-4-methylbenzyl)-1-(2-(4-fluorophenoxy)ethyl)piperidine hydrochloride).